This data is from the Open Reaction Database (ORD), a public repository of structured organic reaction records. The task is: describe an organic reaction: reactants, conditions, products, and yield Reactants: CN1C(C=CC(=C1)[N+](=O)[O-])=O (1-methyl-5-nitropyridin-2(1H)-one), BrN1C(CCC1=O)=O (N-bromosuccinimide). Run in CN(C=O)C (N,N-dimethylformamide), ClCCl (dichloromethane). Run at temperature 25 celsius, time 8 hour. Product: BrC=1C(N(C=C(C1)[N+](=O)[O-])C)=O (3-Bromo-1-methyl-5-nitropyridin-2(1H)-one). Yield: 72.1%. RXN SMILES: [CH3:1][N:2]1[CH:7]=[C:6]([N+:8]([O-:10])=[O:9])[CH:5]=[CH:4][C:3]1=[O:11].[Br:12]N1C(=O)CCC1=O>CN(C)C=O.ClCCl>[Br:12][C:4]1[C:3](=[O:11])[N:2]([CH3:1])[CH:7]=[C:6]([N+:8]([O-:10])=[O:9])[CH:5]=1. Procedure: To a solution containing 0.55 g (3.57 mmol) of 1-methyl-5-nitropyridin-2(1H)-one in 10 ml of N,N-dimethylformamide under a nitrogen atm. was added 0.76 g (4.27 mmol) of N-bromosuccinimide. The reaction was allowed to stir at 25° C. overnight. The reaction was diluted with dichloromethane and washed with water. The organic phase was dried over magnesium sulfate. Filtration, removal of solvent and purification of the residue via biotage eluting with 70% ethyl acetate/hexanes gave 0.60 g (72.15%) o...